From a dataset of the Open Reaction Database (ORD), a public repository of structured organic reaction records. describe an organic reaction: reactants, conditions, products, and yield Reactants: O=C(Cl)OCc1ccccc1, CCN(C(C)C)C(C)C, ClCCl, O=[N+]([O-])c1ccc2c(c1)CNC2. Yields the product O=C(OCc1ccccc1)N1Cc2ccc([N+](=O)[O-])cc2C1. As a reaction SMILES: [CH2:22]([c:23]1[cH:24][cH:25][cH:26][cH:27][cH:28]1)[O:29][C:30](=[O:31])[Cl:32].[CH:13]([N:14]([CH:15]([CH3:16])[CH3:17])[CH2:18][CH3:19])([CH3:20])[CH3:21].[Cl:33][CH2:34][Cl:35].[N+:1](=[O:2])([O-:3])[c:4]1[cH:5][c:6]2[c:10]([cH:11][cH:12]1)[CH2:9][NH:8][CH2:7]2>>[N+:1](=[O:2])([O-:3])[c:4]1[cH:5][c:6]2[c:10]([cH:11][cH:12]1)[CH2:9][N:8]([C:30]([O:29][CH2:22][c:23]1[cH:24][cH:25][cH:26][cH:27][cH:28]1)=[O:31])[CH2:7]2.